From a dataset of the Open Reaction Database (ORD), a public repository of structured organic reaction records. describe an organic reaction: reactants, conditions, products, and yield Reactants: CCOC(=O)c1ccc(C(=O)OCC)cc1, COC(=O)c1ccc(C(=O)[O-])cc1, Cc1ccccc1, CCO, [K+], [K+], [OH-]. The product is CCOC(=O)c1ccc(C(=O)[O-])cc1, [K+]. RXN SMILES: [C:15]([c:16]1[cH:17][cH:18][c:19]([C:20](=[O:21])[O:22][CH2:23][CH3:24])[cH:25][cH:26]1)(=[O:27])[O:28][CH2:29][CH3:30].[C:1]([O:2][CH3:3])(=[O:4])[c:5]1[cH:6][cH:7][c:8]([C:9]([O-:10])=[O:11])[cH:12][cH:13]1.[CH3:33][c:34]1[cH:35][cH:36][cH:37][cH:38][cH:39]1.[CH3:40][CH2:41][OH:42].[K+:14].[K+:32].[OH-:31]>>[C:15]([c:16]1[cH:17][cH:18][c:19]([C:20](=[O:21])[O:22][CH2:23][CH3:24])[cH:25][cH:26]1)(=[O:27])[O-:28].[K+:14]. Reactants: CI, CN(C)C=O, COC(=O)C1CN(C)C(=O)N1, [H-], [Na+]. Yields the product COC(=O)C1CN(C)C(=O)N1C. As a reaction SMILES: [CH3:12][I:13].[CH3:16][N:17]([CH3:18])[CH:19]=[O:20].[CH3:1][N:2]1[C:3](=[O:11])[NH:4][CH:5]([C:7](=[O:8])[O:9][CH3:10])[CH2:6]1.[H-:14].[Na+:15]>>[CH3:1][N:2]1[C:3](=[O:11])[N:4]([CH3:12])[CH:5]([C:7](=[O:8])[O:9][CH3:10])[CH2:6]1. Reactants: NC(=O)c1ccc(Oc2ccc(C3OCCO3)cc2F)cn1, NCCc1cccnc1. Product: NC(=O)c1ccc(Oc2ccc(CNCCc3cccnc3)cc2F)cn1. Reaction SMILES: [O:1]1[CH:2]([c:6]2[cH:7][c:8]([F:22])[c:9]([O:10][c:11]3[cH:12][cH:13][c:14]([C:17](=[O:18])[NH2:19])[n:15][cH:16]3)[cH:20][cH:21]2)[O:5][CH2:4][CH2:3]1.[n:23]1[cH:24][c:25]([CH2:29][CH2:30][NH2:31])[cH:26][cH:27][cH:28]1>>[CH2:2]([c:6]1[cH:7][c:8]([F:22])[c:9]([O:10][c:11]2[cH:12][cH:13][c:14]([C:17](=[O:18])[NH2:19])[n:15][cH:16]2)[cH:20][cH:21]1)[NH:31][CH2:30][CH2:29][c:25]1[cH:24][n:23][cH:28][cH:27][cH:26]1. Reactants: FC=1C(=NC=CC1)C1=NOC(=N1)C1=CC(=CC(=C1)C#N)F (3-(3-fluoropyrid-2-yl)-5-(3-fluoro-5-cyanophenyl)-1,2,4-oxadiazole), CN(CCCCCCOCCCCCCN(C)C)C.[K] (potassium 6-dimethylaminohexyloxide), O1CCOCCOCCOCCOCCOCC1 (1,4,7,10,13,16-hexaoxacyclooctadecane). The solvent is CN(C=O)C (N.N-dimethylformamide). The product is CN(CCCCCCOC=1C(=NC=CC1)C1=NOC(=N1)C1=CC(=CC(=C1)F)C#N)C (3-(3-(6-Dimethylaminohexyloxy)-pyrid-2-yl)-5-(3-cyano-5-fluorophenyl)-1,2,4-oxadiazole). As a reaction SMILES: F[C:2]1[C:3]([C:8]2[N:12]=[C:11]([C:13]3[CH:18]=[C:17]([C:19]#[N:20])[CH:16]=[C:15]([F:21])[CH:14]=3)[O:10][N:9]=2)=[N:4][CH:5]=[CH:6][CH:7]=1.[CH3:22][N:23]([CH3:40])[CH2:24][CH2:25][CH2:26][CH2:27][CH2:28][CH2:29][O:30]CCCCCCN(C)C.[K].O1CCOCCOCCOCCOCCOCC1>CN(C)C=O>[CH3:22][N:23]([CH3:40])[CH2:24][CH2:25][CH2:26][CH2:27][CH2:28][CH2:29][O:30][C:2]1[C:3]([C:8]2[N:12]=[C:11]([C:13]3[CH:14]=[C:15]([F:21])[CH:16]=[C:17]([C:19]#[N:20])[CH:18]=3)[O:10][N:9]=2)=[N:4][CH:5]=[CH:6][CH:7]=1 |f:1.2,^1:40|. Reported procedure: Alternatively, treatment of 3-(3-fluoropyrid-2-yl)-5-(3-fluoro-5-cyanophenyl)-1,2,4-oxadiazole with potassium 6-dimethylaminohexyloxide in N.N-dimethylformamide with a catalytic amount of 1,4,7,10,13,16-hexaoxacyclooctadecane (18-crown-6) and heating at 110° C. affords crude product. Standard work up and purification by one or more methods, including silica gel chromatography, recystallization, trituration, and reversed-phase high-performance liquid chromatography (RP-HPLC) affords purified 3-(3... Starting materials: CO, [OH-], [OH-], [Pd+2], CC(C)=Cc1cnc2c(c1)c(-c1csc(C3CCN(C)CC3)n1)cn2S(=O)(=O)c1ccccc1. The product is CC(C)Cc1cnc2c(c1)c(-c1csc(C3CCN(C)CC3)n1)cn2S(=O)(=O)c1ccccc1. Reaction SMILES: [CH3:35][OH:36].[OH-:37].[OH-:38].[Pd+2:39].[c:1]1([S:7](=[O:8])(=[O:9])[n:10]2[cH:11][c:12](-[c:23]3[n:24][c:25]([CH:28]4[CH2:29][CH2:30][N:31]([CH3:34])[CH2:32][CH2:33]4)[s:26][cH:27]3)[c:13]3[c:14]2[n:15][cH:16][c:17]([CH:19]=[C:20]([CH3:21])[CH3:22])[cH:18]3)[cH:2][cH:3][cH:4][cH:5][cH:6]1>>[c:1]1([S:7](=[O:8])(=[O:9])[n:10]2[cH:11][c:12](-[c:23]3[n:24][c:25]([CH:28]4[CH2:29][CH2:30][N:31]([CH3:34])[CH2:32][CH2:33]4)[s:26][cH:27]3)[c:13]3[c:14]2[n:15][cH:16][c:17]([CH2:19][CH:20]([CH3:21])[CH3:22])[cH:18]3)[cH:2][cH:3][cH:4][cH:5][cH:6]1.